Dataset: the Open Reaction Database (ORD), a public repository of structured organic reaction records. Task: describe an organic reaction: reactants, conditions, products, and yield RXN SMILES: [C:1]([O:5][C:6]([N:8]([CH2:21][CH:22]1[CH:27]([C:28]2[CH:33]=[CH:32][CH:31]=[CH:30][CH:29]=2)[CH2:26][CH2:25][N:24]([C:34]2[C:43]([F:44])=[CH:42][C:37]([C:38]([O:40]C)=[O:39])=[CH:36][C:35]=2[F:45])[CH2:23]1)[C@@H:9]([C:11]1[C:20]2[C:15](=[CH:16][CH:17]=[CH:18][CH:19]=2)[CH:14]=[CH:13][CH:12]=1)[CH3:10])=[O:7])([CH3:4])([CH3:3])[CH3:2].C1COCC1.[OH-].[Na+].Cl>CO>[C:1]([O:5][C:6]([N:8]([CH2:21][CH:22]1[CH:27]([C:28]2[CH:29]=[CH:30][CH:31]=[CH:32][CH:33]=2)[CH2:26][CH2:25][N:24]([C:34]2[C:43]([F:44])=[CH:42][C:37]([C:38]([OH:40])=[O:39])=[CH:36][C:35]=2[F:45])[CH2:23]1)[C@@H:9]([C:11]1[C:20]2[C:15](=[CH:16][CH:17]=[CH:18][CH:19]=2)[CH:14]=[CH:13][CH:12]=1)[CH3:10])=[O:7])([CH3:2])([CH3:3])[CH3:4] |f:2.3|. The yield is 96.5%. Procedure details: To 122 mg of methyl 4-[3-({(tert-butoxycarbonyl)[(1R)-1-(1-naphthyl)ethyl]amino}methyl)-4-phenylpiperidin-1-yl]-3,5-difluorobenzoate were added 2.0 mL of THF, 2.0 mL of methanol, and 1.0 mL of a 1 M aqueous sodium hydroxide solution, followed by stirring at room temperature overnight. It was neutralized by addition of 1.1 mL of 1 M hydrochloric acid, and then extracted with ethyl acetate, and the organic layer was dried over anhydrous sodium sulfate. After filtration, the filtrate was concentrat... The product is C(C)(C)(C)OC(=O)N([C@H](C)C1=CC=CC2=CC=CC=C12)CC1CN(CCC1C1=CC=CC=C1)C1=C(C=C(C(=O)O)C=C1F)F (4-[3-({(tert-butoxycarbonyl)[(1R)-1-(1-naphthyl)ethyl]amino}methyl)-4-phenylpiperidin-1-yl]-3,5-difluorobenzoic acid). Conditions: time 8 hour. Run in CO (methanol). The reactants are Cl (hydrochloric acid), C(C)(C)(C)OC(=O)N([C@H](C)C1=CC=CC2=CC=CC=C12)CC1CN(CCC1C1=CC=CC=C1)C1=C(C=C(C(=O)OC)C=C1F)F (methyl 4-[3-({(tert-butoxycarbonyl)[(1R)-1-(1-naphthyl)ethyl]amino}methyl)-4-phenylpiperidin-1-yl]-3,5-difluorobenzoate), C1CCOC1 (THF), [OH-].[Na+] (sodium hydroxide). Reactants: [OH-].[Na+] (sodium hydroxide), CC1=C(C=C(C=C1)C)O (2,5-dimethylphenol), CC(CCBr)CCCC(C)C (3,7-dimethyloctyl bromide), C1(=CC=CC=C1)C (toluene). The reagents and catalysts are [Br-].C(CCC)[N+](CCCC)(CCCC)CCCC (tetrabutylammonium bromide). Solvent: O (water), O (water). Conditions: temperature 95 celsius. Product: CC(CCOC1=C(C=CC(=C1)C)C)CCCC(C)C (1-(3,7-dimethyloctyloxy)-2,5-dimethylbenzene). Yield: 70.0%. Reaction SMILES: [CH3:1][C:2]1[CH:7]=[CH:6][C:5]([CH3:8])=[CH:4][C:3]=1[OH:9].[CH3:10][CH:11]([CH2:15][CH2:16][CH2:17][CH:18]([CH3:20])[CH3:19])[CH2:12][CH2:13]Br.[OH-].[Na+].C1(C)C=CC=CC=1>[Br-].C([N+](CCCC)(CCCC)CCCC)CCC.O>[CH3:10][CH:11]([CH2:15][CH2:16][CH2:17][CH:18]([CH3:20])[CH3:19])[CH2:12][CH2:13][O:9][C:3]1[CH:4]=[C:5]([CH3:8])[CH:6]=[CH:7][C:2]=1[CH3:1] |f:2.3,5.6|. Reported procedure: Into a 500 ml four-necked flask was placed 36.7 g (0.3 mol) of 2,5-dimethylphenol, then, 73.0 g (0.33 mol) of 3,7-dimethyloctyl bromide was added, further, 150 g of water and 2.0 g (6.2 mmol) of tetrabutylammonium bromide were charged into the flask, and sufficient nitrogen purge was conducted by bubbling nitrogen through the mixture while stirring. Into this mixed solution was added an aqueous solution of sodium hydroxide (a solution prepared by dissolving 14.4 g (0.36 mol) of sodium hydroxide ... Reaction SMILES: [BH4-:14].[CH3:23][CH:24]([OH:25])[CH3:26].[ClH:16].[K+:17].[K+:18].[N:1](=[N+:2]=[N-:3])[c:4]1[c:5]2[nH:6][cH:7][n:8][c:9]2[n:10][c:11]([F:13])[n:12]1.[Na+:15].[O-:19][C:20]([O-:21])=[O:22].[OH2:27]>>[NH2:1][c:4]1[c:5]2[nH:6][cH:7][n:8][c:9]2[n:10][c:11]([F:13])[n:12]1. Yields the product Nc1nc(F)nc2nc[nH]c12. Starting materials: [BH4-], CC(C)O, Cl, [K+], [K+], [N-]=[N+]=Nc1nc(F)nc2nc[nH]c12, [Na+], O=C([O-])[O-], O. The product is C(C1=CC=CC=C1)(=O)O (benzoic acid). The reagents and catalysts are [C].[Pd] (palladium-carbon). As a reaction SMILES: CO.C(N[C:12]1[CH:20]=[C:19](/C=C/C2C=CC=C(OC)C=2)[CH:18]=[CH:17][C:13]=1[C:14]([OH:16])=[O:15])(=O)C1C=CC=CC=1>[C].[Pd].C(OCC)(=O)C>[C:14]([OH:16])(=[O:15])[C:13]1[CH:17]=[CH:18][CH:19]=[CH:20][CH:12]=1 |f:2.3|. Conditions: time 2 hour. The reactants are CO (methanol), C(C1=CC=CC=C1)(=O)NC1=C(C(=O)O)C=CC(=C1)\C=C\C1=CC(=CC=C1)OC (2-(benzamido)-4-((E)-2-(3-methoxyphenyl)vinyl)benzoic acid). Procedure: 1.0 mL of methanol, 2.0 mL of ethyl acetate and 2.0 mg of 5% palladium-carbon were added to the obtained 2-(benzamido)-4-((E)-2-(3-methoxyphenyl)vinyl)benzoic acid and stirred under hydrogen atmosphere at room temperature for 2 hours. Insoluble were removed by filtration, and the solvent was evaporated under reduced pressure to obtain 6.3 mg of 2-(benzamido)-4-(2-3-methoxyphenyl)ethyl)benzoic acid as white solid. Run in C(C)(=O)OCC (ethyl acetate). Starting materials: C1CCOC1, CCOC(C)=O, CC(C)(C)[O-], CC(=O)C1CC1, [K+]. Yields the product CC(=O)CC(=O)C1CC1. As a reaction SMILES: [CH2:19]1[O:20][CH2:21][CH2:22][CH2:23]1.[CH3:13][CH2:14][O:15][C:16](=[O:17])[CH3:18].[CH3:1][C:2]([CH3:3])([O-:4])[CH3:5].[CH3:7][C:8](=[O:9])[CH:10]1[CH2:11][CH2:12]1.[K+:6]>>[CH3:1][C:2](=[O:4])[CH2:7][C:8](=[O:9])[CH:10]1[CH2:11][CH2:12]1.